From a dataset of the Open Reaction Database (ORD), a public repository of structured organic reaction records. describe an organic reaction: reactants, conditions, products, and yield Reactants: COC(=O)c1cc(C)ccc1-c1ncccn1, [Na+], [OH-]. Yields the product Cc1ccc(-c2ncccn2)c(C(=O)O)c1. As a reaction SMILES: [CH3:1][c:2]1[cH:3][cH:4][c:5](-[c:12]2[n:13][cH:14][cH:15][cH:16][n:17]2)[c:6]([C:7](=[O:8])[O:9][CH3:10])[cH:11]1.[Na+:19].[OH-:18]>>[CH3:1][c:2]1[cH:3][cH:4][c:5](-[c:12]2[n:13][cH:14][cH:15][cH:16][n:17]2)[c:6]([C:7](=[O:8])[OH:9])[cH:11]1. Reactants: CSc1ncc2cc(C)c(Br)n2n1, CC1(C)OB(c2ccccc2NS(C)(=O)=O)OC1(C)C. Product: CSc1ncc2cc(C)c(-c3ccccc3NS(C)(=O)=O)n2n1. RXN SMILES: [Br:21][c:22]1[c:23]([CH3:33])[cH:24][c:25]2[cH:26][n:27][c:28]([S:31][CH3:32])[n:29][n:30]12.[CH3:1][C:2]1([CH3:3])[C:4]([CH3:5])([CH3:6])[O:7][B:8]([c:9]2[c:10]([NH:15][S:16](=[O:17])(=[O:18])[CH3:19])[cH:11][cH:12][cH:13][cH:14]2)[O:20]1>>[c:9]1(-[c:22]2[c:23]([CH3:33])[cH:24][c:25]3[cH:26][n:27][c:28]([S:31][CH3:32])[n:29][n:30]23)[c:10]([NH:15][S:16](=[O:17])(=[O:18])[CH3:19])[cH:11][cH:12][cH:13][cH:14]1. The reactants are COC1=CC=C(C=C1)C(C(Cl)C1=CC=C(C=C1)OC)=O (1,2-bis(4-methoxyphenyl)-2-chloroethanone), NC(=NC(=S)N)N (N-diaminomethylenethiourea), O (water). Solvent: C(C)O (ethanol). The product is COC1=CC=C(C=C1)C=1N=C(SC1C1=CC=C(C=C1)OC)NC(=N)N (4,5-bis(4methoxyphenyl)-2-guanidinothiazole). Yield: 53.3%. RXN SMILES: [CH3:1][O:2][C:3]1[CH:8]=[CH:7][C:6]([C:9](=O)[CH:10]([C:12]2[CH:17]=[CH:16][C:15]([O:18][CH3:19])=[CH:14][CH:13]=2)Cl)=[CH:5][CH:4]=1.[NH2:21][C:22]([NH2:27])=[N:23][C:24]([NH2:26])=[S:25].O>C(O)C>[CH3:1][O:2][C:3]1[CH:8]=[CH:7][C:6]([C:9]2[N:26]=[C:24]([NH:23][C:22]([NH2:27])=[NH:21])[S:25][C:10]=2[C:12]2[CH:17]=[CH:16][C:15]([O:18][CH3:19])=[CH:14][CH:13]=2)=[CH:5][CH:4]=1. Reported procedure: A mixture of 1,2-bis(4-methoxyphenyl)-2-chloroethanone (1.00 g) and N-diaminomethylenethiourea (0.65 g) in ethanol (20 ml) was refluxed for 12 hours. After allowing to cool to ambient temperature, then the reaction mixture was poured into water and extracted with ethyl acetate. The separated organic layer was washed with water and brine, dried over magnesium sulfate and evaporated in vacuo. The residue was chromatographed n alumina, eluting with a mixture of chloroform and methanol. The desired ... The reactants are C(C)(=O)N(C(CC1=CC=CC=C1)=O)CC1=CC=C(C=C1)Cl (N-acetyl-N-(4-chlorobenzyl)phenylacetamide), CN1CCN(CC1)C1=C(C=O)C=CC=C1 (2-(4-methylpiperazin-1-yl)benzaldehyde), CN(C=O)C (DMF), 250C. Solvent: C(C)(=O)OCC (ethyl acetate). Yields the product ClC1=CC=C(CNC(C=CC2=C(C=CC=C2)N2CCN(CC2)C)=O)C=C1 (N-(4-Chlorobenzyl)-3-[2-(4-methylpiperazin-1-yl)phenyl]-acrylamide). Reaction SMILES: C([N:4]([CH2:14][C:15]1[CH:20]=[CH:19][C:18]([Cl:21])=[CH:17][CH:16]=1)[C:5](=[O:13])[CH2:6][C:7]1[CH:12]=[CH:11][CH:10]=[CH:9][CH:8]=1)(=O)C.[CH3:22][N:23]1[CH2:28][CH2:27][N:26]([C:29]2C=CC=CC=2C=O)[CH2:25][CH2:24]1.CN(C)C=O>C(OCC)(=O)C>[Cl:21][C:18]1[CH:17]=[CH:16][C:15]([CH2:14][NH:4][C:5](=[O:13])[CH:6]=[CH:7][C:12]2[CH:11]=[CH:10][CH:9]=[CH:8][C:22]=2[N:23]2[CH2:28][CH2:27][N:26]([CH3:29])[CH2:25][CH2:24]2)=[CH:20][CH:19]=1. Procedure details: In a flame-dried 25 mL 3-neck round bottom flask equipped with a magnetic stir bar, 83 mg (2.07 mmol of a 60% oil dispersion) of sodium hydride was washed with hexane and covered with 1.0 mL of anhydrous N,N-dimethylformamide (DMF). To this was added 156 mg (0.517 mmol) of N-acetyl-N-(4-chlorobenzyl)phenylacetamide (prepared as above) and 84 mg (0.414 mmol) of 2-(4-methylpiperazin-1-yl)benzaldehyde with an additional 1 mL of DMF. The brown reaction mixture was stirred at 250C for 48 hours, dilut... Reactants: ClC1=CC(=CC=C1)C[N+](=O)[O-] (1-chloro-3-nitromethyl-benzene), C(C=C)(=O)OC (methyl acrylate). The solvent is O1CCOCC1 (dioxane). Run at time 8 hour. The product is COC(CCC([N+](=O)[O-])C1=CC(=CC=C1)Cl)=O (rac-4-(3-Chloro-phenyl)-4-nitro-butyric acid methyl ester). Isolated yield 65.3%. Reaction SMILES: [Cl:1][C:2]1[CH:7]=[CH:6][CH:5]=[C:4]([CH2:8][N+:9]([O-:11])=[O:10])[CH:3]=1.[C:12]([O:16][CH3:17])(=[O:15])[CH:13]=[CH2:14]>O1CCOCC1>[CH3:17][O:16][C:12](=[O:15])[CH2:13][CH2:14][CH:8]([C:4]1[CH:5]=[CH:6][CH:7]=[C:2]([Cl:1])[CH:3]=1)[N+:9]([O-:11])=[O:10]. Procedure: To a solution of 1 g (5.828 mmol) 1-chloro-3-nitromethyl-benzene (CAS: 38362-91-3) at 0° C. in 2 ml dioxane was added 0.512 g (5.828 mmol) methyl acrylate followed by 3.3 g Amberlyst A-21. The reaction mixture was stirred overnight at room temperature, filtered and the filtrate was dried over sodium sulfate and concentrated in vacuo. The crude product was purified with flash column chromatography on silica gel (Eluent: Heptane/ethyl acetate 0 to 10%) to provide 980 mg (65%) of the title compound... As a reaction SMILES: [CH3:2][NH:3][CH3:4].[CH3:50][CH2:51][N:52]=[C:53]=[N:54][CH2:55][CH2:56][CH2:57][N:58]([CH3:59])[CH3:60].[CH:41]([N:42]([CH2:43][CH3:44])[CH:45]([CH3:46])[CH3:47])([CH3:48])[CH3:49].[Cl:5][c:6]1[cH:7][c:8]2[c:9]([cH:10][n:11]1)[nH:12][c:13]([C:15](=[O:16])[NH:17][CH:18]([CH:19]([C:20](=[O:21])[OH:22])[OH:23])[CH2:24][c:25]1[cH:26][cH:27][cH:28][cH:29][cH:30]1)[cH:14]2.[ClH:1].[O:61]=[CH:62][N:63]([CH3:64])[CH3:65].[OH:31][n:32]1[c:33]2[c:34]([cH:35][cH:36][cH:37][cH:38]2)[n:39][n:40]1>>[CH3:2][N:3]([CH3:4])[C:20]([CH:19]([CH:18]([NH:17][C:15]([c:13]1[nH:12][c:9]2[c:8]([cH:7][c:6]([Cl:5])[n:11][cH:10]2)[cH:14]1)=[O:16])[CH2:24][c:25]1[cH:26][cH:27][cH:28][cH:29][cH:30]1)[OH:23])=[O:22]. Starting materials: CNC, CCN=C=NCCCN(C)C, CCN(C(C)C)C(C)C, O=C(NC(Cc1ccccc1)C(O)C(=O)O)c1cc2cc(Cl)ncc2[nH]1, Cl, CN(C)C=O, On1nnc2ccccc21. The product is CN(C)C(=O)C(O)C(Cc1ccccc1)NC(=O)c1cc2cc(Cl)ncc2[nH]1.